Dataset: the Open Reaction Database (ORD), a public repository of structured organic reaction records. Task: describe an organic reaction: reactants, conditions, products, and yield Reactants: CC(=O)OCC(=O)O, O=C([O-])O, CCN=C=NCCCN(C)C, ClCCl, Cl, [Na+], COc1cncc(-c2ccc(C(C)(c3ccc(C(N)=NO)cn3)C(C)C)cc2)c1, On1nnc2ccccc21. Reaction SMILES: [C:30]([CH3:31])(=[O:32])[O:33][CH2:34][C:35](=[O:36])[OH:37].[C:60](=[O:61])([OH:62])[O-:63].[CH3:39][N:40]([CH3:41])[CH2:42][CH2:43][CH2:44][N:45]=[C:46]=[N:47][CH2:48][CH3:49].[Cl:65][CH2:66][Cl:67].[ClH:38].[Na+:64].[OH:1][N:2]=[C:3]([NH2:4])[c:5]1[cH:6][n:7][c:8]([C:11]([CH:12]([CH3:13])[CH3:14])([CH3:15])[c:16]2[cH:17][cH:18][c:19](-[c:22]3[cH:23][n:24][cH:25][c:26]([O:28][CH3:29])[cH:27]3)[cH:20][cH:21]2)[cH:9][cH:10]1.[OH:50][n:51]1[c:52]2[cH:53][cH:54][cH:55][cH:56][c:57]2[n:58][n:59]1>>[O:1]([N:2]=[C:3]([NH2:4])[c:5]1[cH:6][n:7][c:8]([C:11]([CH:12]([CH3:13])[CH3:14])([CH3:15])[c:16]2[cH:17][cH:18][c:19](-[c:22]3[cH:23][n:24][cH:25][c:26]([O:28][CH3:29])[cH:27]3)[cH:20][cH:21]2)[cH:9][cH:10]1)[C:35]([CH2:34][O:33][C:30]([CH3:31])=[O:32])=[O:36]. Yields the product COc1cncc(-c2ccc(C(C)(c3ccc(C(N)=NOC(=O)COC(C)=O)cn3)C(C)C)cc2)c1. Reactants: [K+], [K+], [K+], [Mg+2], O=S(=O)([O-])[O-], O=CC(O)C(O)C(O)C(O)CO, CCCCCCCC(=O)CC(=O)[O-], [OH-], O, O=C(O)CC(O)(CC(=O)O)C(=O)O, O=P([O-])(O)O. Reaction SMILES: [K+:18].[K+:38].[K+:40].[Mg+2:19].[O-:20][S:21](=[O:22])(=[O:23])[O-:24].[O:1]=[CH:2][CH:3]([CH:4]([CH:5]([CH:6]([CH2:7][OH:8])[OH:9])[OH:10])[OH:11])[OH:12].[O:25]=[C:26]([CH2:27][C:28](=[O:29])[O-:30])[CH2:31][CH2:32][CH2:33][CH2:34][CH2:35][CH2:36][CH3:37].[OH-:39].[OH2:54].[OH:41][C:42]([CH2:43][C:44]([C:45](=[O:46])[OH:47])([CH2:48][C:49](=[O:50])[OH:51])[OH:52])=[O:53].[P:13]([O-:14])([OH:15])([OH:16])=[O:17]>>[OH:25][CH:26]([CH2:27][C:28](=[O:29])[OH:30])[CH2:31][CH2:32][CH2:33][CH2:34][CH2:35][CH2:36][CH3:37]. Yields the product CCCCCCCC(O)CC(=O)O. The reactants are CC(C)(C)c1ccccc1O, O=C([O-])[O-], O=[N+]([O-])c1cccnc1Cl, [Cs+], [Cs+], CN(C)C=O, O. The product is CC(C)(C)c1ccccc1Oc1ncccc1[N+](=O)[O-]. Reaction SMILES: [C:11]([CH3:12])([CH3:13])([CH3:14])[c:15]1[c:16]([OH:21])[cH:17][cH:18][cH:19][cH:20]1.[C:22](=[O:23])([O-:24])[O-:25].[Cl:1][c:2]1[n:3][cH:4][cH:5][cH:6][c:7]1[N+:8](=[O:9])[O-:10].[Cs+:26].[Cs+:27].[O:28]=[CH:29][N:30]([CH3:31])[CH3:32].[OH2:33]>>[c:2]1([O:21][c:16]2[c:15]([C:11]([CH3:12])([CH3:13])[CH3:14])[cH:20][cH:19][cH:18][cH:17]2)[n:3][cH:4][cH:5][cH:6][c:7]1[N+:8](=[O:9])[O-:10]. The reactants are N(=[N+]=[N-])C=1C=C(C(=O)O)C=CC1C (3-Azido-4-methyl benzoic acid), CCN(C(C)C)C(C)C (DIPEA), C(C(=O)Cl)(=O)Cl (Oxalyl choride), NC=1C(=C(C=C(C1)C(C)(C)C)NS(=O)(=O)C)OC (N-(3-amino-5-tert-butyl-2-methoxy-phenyl)-methane-sulfonamide). Reagents/catalysts: CN(C)C=O (DMF). Run in C(Cl)Cl (CH2Cl2), C1CCOC1 (THF), C1CCOC1 (THF). Conditions: time 1 hour. Yields the product N(=[N+]=[N-])C=1C=C(C(=O)NC2=C(C(=CC(=C2)C(C)(C)C)NS(=O)(=O)C)OC)C=CC1C (3-azido-N-(5-tert-butyl-3-methanesulfonylamino-2-methoxy-phenyl)-4-methyl-benzamide). Yield: 94.2%. RXN SMILES: [N:1]([C:4]1[CH:5]=[C:6]([CH:10]=[CH:11][C:12]=1[CH3:13])[C:7]([OH:9])=O)=[N+:2]=[N-:3].C(Cl)(=O)C(Cl)=O.[NH2:20][C:21]1[C:22]([O:36][CH3:37])=[C:23]([NH:31][S:32]([CH3:35])(=[O:34])=[O:33])[CH:24]=[C:25]([C:27]([CH3:30])([CH3:29])[CH3:28])[CH:26]=1.CCN(C(C)C)C(C)C>C(Cl)Cl.C1COCC1.CN(C=O)C>[N:1]([C:4]1[CH:5]=[C:6]([CH:10]=[CH:11][C:12]=1[CH3:13])[C:7]([NH:20][C:21]1[CH:26]=[C:25]([C:27]([CH3:29])([CH3:30])[CH3:28])[CH:24]=[C:23]([NH:31][S:32]([CH3:35])(=[O:34])=[O:33])[C:22]=1[O:36][CH3:37])=[O:9])=[N+:2]=[N-:3]. Procedure: 3-Azido-4-methyl benzoic acid (240 mg, 1.24 mmoL) was suspeneded in 3 mL of CH2Cl2 and 3 mL of THF. Oxalyl choride (0.14 mL, 1.5 mmol) was added, followed by 1 drop of 10% DMF in THF. The mixture was stirred for 1 h and then concentrated. The residue was redissolved in dry CH2Cl2 (5 mL) and 391 mg (1.27 mmol) of N-(3-amino-5-tert-butyl-2-methoxy-phenyl)-methane-sulfonamide was added followed by 0.4 ml (2.5 mmol) of DIPEA. The mixture became homogeneous, and was stirred for 4 h, and then was wash... Reactants: [OH-].[Na+] (NaOH), ClC1=C(C=C2C(=CNC2=C1)C(=O)OC)C1=CC(=C(C=C1)C(C)(C)O)OC (methyl 6-chloro-5-(4-(2-hydroxypropan-2-yl)-3-methoxyphenyl)-1H-indole-3-carboxylate). Solvent: CO (methanol). Reaction conditions: temperature 70 celsius. Yields the product ClC1=C(C=C2C(=CNC2=C1)C(=O)O)C1=CC(=C(C=C1)C(C)(C)O)OC (6-chloro-5-(4-(2-hydroxypropan-2-yl)-3-methoxyphenyl)-1H-indole-3-carboxylic acid). Reaction SMILES: [Cl:1][C:2]1[CH:10]=[C:9]2[C:5]([C:6]([C:11]([O:13]C)=[O:12])=[CH:7][NH:8]2)=[CH:4][C:3]=1[C:15]1[CH:20]=[CH:19][C:18]([C:21]([OH:24])([CH3:23])[CH3:22])=[C:17]([O:25][CH3:26])[CH:16]=1.[OH-].[Na+]>CO>[Cl:1][C:2]1[CH:10]=[C:9]2[C:5]([C:6]([C:11]([OH:13])=[O:12])=[CH:7][NH:8]2)=[CH:4][C:3]=1[C:15]1[CH:20]=[CH:19][C:18]([C:21]([OH:24])([CH3:23])[CH3:22])=[C:17]([O:25][CH3:26])[CH:16]=1 |f:1.2|. Procedure details: To a flask containing methyl 6-chloro-5-(4-(2-hydroxypropan-2-yl)-3-methoxyphenyl)-1H-indole-3-carboxylate (24.0 mg, 0.064 mmol) was added methanol (0.64 mL), and 1N NaOH (0.19 mL, 0.19 mmol). The reaction was heated at 70° C. for 18 h. The reaction was then concentrated to remove most of the methanol and then dissolved in water. 0.19 mL of 1N HCl was then added to the mixture to pH 2. Solid precipitated out. The solid was collected with a Buchner funnel and washed with water to provide crude 6-... Reactants: ClC1=C(C=CC=C1)C1=NCC=2N(C3=C1C=C(S3)I)C(=NN2)C (4-(2-chlorophenyl)-2-iodo-9-methyl-6H-thieno-[3,2-f][1,2,4]triazolo[4,3-a][1,4]diazepine), C1(=CC=CC=C1)N1C(N(C2=C1C=CC=C2)CC#C)=O (1,3-dihydro-1-phenyl 3-(2-propynyl)-2H-benzimidazol-2-one), C(C)O (ethanol). The solvent is C(Cl)Cl (methylene chloride). Yields the product ClC1=C(C=CC=C1)C1=NCC=2N(C3=C1C=C(S3)C#CCN3C(N(C1=C3C=CC=C1)C1=CC=CC=C1)=O)C(=NN2)C (1-{3-[4-(2-chlorophenyl)-9-methyl-6H thieno [3,2-f][1,2,4]triazolo[4,3-a][1,4]diazepin-2-yl]-2-propynyl }-1,3-dihydro-3-phenyl-2H-benzimidazol-2-one). As a reaction SMILES: [Cl:1][C:2]1[CH:7]=[CH:6][CH:5]=[CH:4][C:3]=1[C:8]1[C:14]2[CH:15]=[C:16](I)[S:17][C:13]=2[N:12]2[C:19]([CH3:22])=[N:20][N:21]=[C:11]2[CH2:10][N:9]=1.[C:23]1([N:29]2[C:33]3[CH:34]=[CH:35][CH:36]=[CH:37][C:32]=3[N:31]([CH2:38][C:39]#[CH:40])[C:30]2=[O:41])[CH:28]=[CH:27][CH:26]=[CH:25][CH:24]=1.C(O)C>C(Cl)Cl>[Cl:1][C:2]1[CH:7]=[CH:6][CH:5]=[CH:4][C:3]=1[C:8]1[C:14]2[CH:15]=[C:16]([C:40]#[C:39][CH2:38][N:31]3[C:32]4[CH:37]=[CH:36][CH:35]=[CH:34][C:33]=4[N:29]([C:23]4[CH:28]=[CH:27][CH:26]=[CH:25][CH:24]=4)[C:30]3=[O:41])[S:17][C:13]=2[N:12]2[C:19]([CH3:22])=[N:20][N:21]=[C:11]2[CH2:10][N:9]=1. Procedure details: The title compound was prepared by reacting 4-(2-chlorophenyl)-2-iodo-9-methyl-6H-thieno-[3,2-f][1,2,4]triazolo[4,3-a][1,4]diazepine with 1,3-dihydro-1-phenyl 3-(2-propynyl)-2H-benzimidazol-2-one under the conditions used in Example 37. The product was isolated by chromatography over the 50-fold amount of silica gel using 5% (v/v) of ethanol in methylene chloride. The clean fractions were combined and evaporated and the residue was crystallized from methanol/ethyl acetate and recrystallized from...